Dataset: the Open Reaction Database (ORD), a public repository of structured organic reaction records. Task: describe an organic reaction: reactants, conditions, products, and yield Starting materials: NC1=NC(=CC(=C1CO)C1=CC(=C(C=C1)NC(C)=O)O)C1=C(C=CC=C1OCC1=CC=C(C=C1)OC)OCC1CC1 (N-{4-[2-amino-6-{2-(cyclopropylmethoxy)-6-[(4-methoxybenzyl)oxy]phenyl}-3-(hydroxymethyl)-4-pyridinyl]-2-hydroxyphenyl}acetamide), Cl (HCl). Run in O1CCOCC1 (1,4-dioxane), O1CCOCC1 (1,4-dioxane), C(C)OCC (diethyl ether). Conditions: time 8 hour. Yields the product NC1=NC(=CC(=C1CO)C1=CC(=C(C=C1)NC(C)=O)O)C1=C(C=CC=C1O)OCC1CC1 (N-{4-[2-amino-6-[2-(cyclopropylmethoxy)-6-hydroxyphenyl]-3-(hydroxymethyl)-4-pyridinyl]-2-hydroxyphenyl}acetamide). As a reaction SMILES: [NH2:1][C:2]1[C:7]([CH2:8][OH:9])=[C:6]([C:10]2[CH:15]=[CH:14][C:13]([NH:16][C:17](=[O:19])[CH3:18])=[C:12]([OH:20])[CH:11]=2)[CH:5]=[C:4]([C:21]2[C:26]([O:27]CC3C=CC(OC)=CC=3)=[CH:25][CH:24]=[CH:23][C:22]=2[O:37][CH2:38][CH:39]2[CH2:41][CH2:40]2)[N:3]=1.Cl>O1CCOCC1.C(OCC)C>[NH2:1][C:2]1[C:7]([CH2:8][OH:9])=[C:6]([C:10]2[CH:15]=[CH:14][C:13]([NH:16][C:17](=[O:19])[CH3:18])=[C:12]([OH:20])[CH:11]=2)[CH:5]=[C:4]([C:21]2[C:26]([OH:27])=[CH:25][CH:24]=[CH:23][C:22]=2[O:37][CH2:38][CH:39]2[CH2:41][CH2:40]2)[N:3]=1. Procedure details: To a solution of N-{4-[2-amino-6-{2-(cyclopropylmethoxy)-6-[(4-methoxybenzyl)oxy]phenyl}-3-(hydroxymethyl)-4-pyridinyl]-2-hydroxyphenyl}acetamide (0.013 g, 0.023 mmol) in 1,4-dioxane (0.5 mL) was added a solution of HCl in 1,4-dioxane (4N, 1.0 mL). After being stirred overnight, the mixture was diluted with diethyl ether. The resulting precipitate was collected by filtration under argon atmosphere, washed with Et2O, and dried under reduced pressure to give of N-{4-[2-amino-6-[2-(cyclopropylmetho... The reactants are F[B-](F)(F)F, CC#N, N#Cc1c(N)ccc(Br)c1F, O=[N+]=O. The product is N#Cc1c(N)c([N+](=O)[O-])cc(Br)c1F. As a reaction SMILES: [B-:12]([F:13])([F:14])([F:15])[F:16].[CH3:20][C:21]#[N:22].[NH2:1][c:2]1[cH:3][cH:4][c:5]([Br:11])[c:6]([F:10])[c:7]1[C:8]#[N:9].[O:17]=[N+:18]=[O:19]>>[NH2:1][c:2]1[c:3]([N+:18](=[O:17])[O-:19])[cH:4][c:5]([Br:11])[c:6]([F:10])[c:7]1[C:8]#[N:9]. Starting materials: COCn1c(C(=O)O)cc2cccc(NS(=O)(=O)c3ccccn3)c21, COCn1c(C(N)=O)cc2cccc(NS(=O)(=O)c3ccccn3)c21. Product: NC(=O)c1cc2cccc(NS(=O)(=O)c3ccccn3)c2[nH]1. As a reaction SMILES: [CH3:1][O:2][CH2:3][n:4]1[c:5]2[c:6]([cH:7][cH:8][cH:9][c:10]2[NH:11][S:12]([c:13]2[cH:14][cH:15][cH:16][cH:17][n:18]2)(=[O:19])=[O:20])[cH:21][c:22]1[C:23]([OH:24])=[O:25].[CH3:26][O:27][CH2:28][n:29]1[c:30]([C:48](=[O:49])[NH2:50])[cH:31][c:32]2[cH:33][cH:34][cH:35][c:36]([NH:38][S:39](=[O:40])(=[O:41])[c:42]3[n:43][cH:44][cH:45][cH:46][cH:47]3)[c:37]12>>[nH:29]1[c:30]([C:48](=[O:49])[NH2:50])[cH:31][c:32]2[cH:33][cH:34][cH:35][c:36]([NH:38][S:39](=[O:40])(=[O:41])[c:42]3[n:43][cH:44][cH:45][cH:46][cH:47]3)[c:37]12. Reactants: C1(=CC=CC=C1)S(=O)(=O)Cl (Benzenesulfonyl chloride), IC=1C=C2C(=NC1)NC=C2 (5-iodo-1H-pyrrolo[2,3-b]pyridine), [OH-].[Na+] (sodium hydroxide), O (water). Reagents/catalysts: CCCC[N+](CCCC)(CCCC)CCCC.[Br-] (tetra-N-butylammonium bromide). The solvent is O1CCCC1 (tetrahydrofuran). Run at time 8 hour. Product: C1(=CC=CC=C1)S(=O)(=O)N1C=CC=2C1=NC=C(C2)I (1-benzenesulfonyl-5-iodo-1H-pyrrolo[2,3-b]pyridine). The yield is 85.8%. Reaction SMILES: [I:1][C:2]1[CH:3]=[C:4]2[CH:10]=[CH:9][NH:8][C:5]2=[N:6][CH:7]=1.[OH-].[Na+].O.[C:14]1([S:20](Cl)(=[O:22])=[O:21])[CH:19]=[CH:18][CH:17]=[CH:16][CH:15]=1>CCCC[N+](CCCC)(CCCC)CCCC.[Br-].O1CCCC1>[C:14]1([S:20]([N:8]2[C:5]3=[N:6][CH:7]=[C:2]([I:1])[CH:3]=[C:4]3[CH:10]=[CH:9]2)(=[O:22])=[O:21])[CH:19]=[CH:18][CH:17]=[CH:16][CH:15]=1 |f:1.2,5.6|. Procedure details: 5-Iodo-1H-pyrrolo[2,3-b]pyridine (24, 0.521 g, 2.13 mmol), tetra-N-butylammonium bromide (0.0689 g, 0.214 mmol), and 5.00 M sodium hydroxide in water (5.50 mL, 0.0275 mol) were combined in a round bottom flask. Benzenesulfonyl chloride (28, 0.327 mL, 2.56 mmol) in 5.0 mL of tetrahydrofuran was added dropwise at room temperature. The reaction was stirred at room temperature overnight and the two layers were separated. The aqueous layer was washed with ethyl acetate and the combined organic layers...